From a dataset of the Open Reaction Database (ORD), a public repository of structured organic reaction records. describe an organic reaction: reactants, conditions, products, and yield The reactants are CC(C)([O-])C.[K+] (potassium tert-butoxide), CC1(CC(CCC1)S)C (3,3-dimethylcyclohexanethiol), ClC1=NC=C(C#N)C=C1 (6-chloro-nicotinonitrile). The solvent is O (water), CN(C)C=O (DMF). Reaction conditions: time 10 minute. The product is CC1(CC(CCC1)SC1=CC=C(C=N1)C#N)C (6-[(3,3-Dimethylcyclohexyl)thio]-pyridine-3-carbonitrile). RXN SMILES: CC(C)([O-])C.[K+].[CH3:7][C:8]1([CH3:15])[CH2:13][CH2:12][CH2:11][CH:10]([SH:14])[CH2:9]1.Cl[C:17]1[CH:24]=[CH:23][C:20]([C:21]#[N:22])=[CH:19][N:18]=1>CN(C=O)C.O>[CH3:7][C:8]1([CH3:15])[CH2:13][CH2:12][CH2:11][CH:10]([S:14][C:17]2[N:18]=[CH:19][C:20]([C:21]#[N:22])=[CH:23][CH:24]=2)[CH2:9]1 |f:0.1|. Procedure details: Add potassium tert-butoxide (777 mg, 6.94 mmol) to a solution of 3,3-dimethylcyclohexanethiol (1 g, 6.94 mmol) in DMF (10 mL) and stir at room temperature for 10 min. Add 6-chloro-nicotinonitrile (547 mg, 3.96 mmol) and warm the solution to 60° C. for 18 h. Cool the mixture, dilute with water (100 mL) and extract with EtOAc (50 mL). Dry the organic phase over MgSO4, filter and concentrate in vacuo. Purify by chromatography on silica gel eluting with hexane/EtOAc (9:1) to obtain the desired inter... Starting materials: S(O)(O)(=O)=O (sulfuric acid), FC1=CC(=C(C=C1)C(C)=O)OC (1-(4-fluoro-2-methoxyphenyl)ethanone), salt-ice, [N+](=O)([O-])[O-].[K+] (potassium nitrate). Run in ice water. Product: FC1=CC(=C(C=C1[N+](=O)[O-])C(C)=O)OC (1-(4-Fluoro-2-methoxy-5-nitrophenyl)ethanone). The yield is 92.8%. RXN SMILES: S(=O)(=O)(O)O.[F:6][C:7]1[CH:12]=[CH:11][C:10]([C:13](=[O:15])[CH3:14])=[C:9]([O:16][CH3:17])[CH:8]=1.[N+:18]([O-])([O-:20])=[O:19].[K+]>>[F:6][C:7]1[C:12]([N+:18]([O-:20])=[O:19])=[CH:11][C:10]([C:13](=[O:15])[CH3:14])=[C:9]([O:16][CH3:17])[CH:8]=1 |f:2.3|. Reported procedure: In nitrogen atmosphere, conc. sulfuric acid 36 mL was added to 1-(4-fluoro-2-methoxyphenyl)ethanone 5.50 g, followed by heating to homogeneity. Cooling the same with salt-ice, potassium nitrate 3.47 g was added little by little, followed by an hour's stirring. The reaction liquid was poured in ice water, and the precipitated crystals were recovered by filtration and washed with water. Drying the crystals, 6.47 g of the title compound was obtained. The product is C(C)(C)(C)OC(N=C(NCCCC1=CC(=CC=C1)CCC(CCC)(CCC)O)NC(=O)OC(C)(C)C)=O (tert-butyl(tert-butoxycarbonylamino)(3-(3-(3-hydroxy-3-propylhexyl)phenyl)propylamino)methylenecarbamate). Reported procedure: Reaction of 4-(3-(3-aminopropyl)phenethyl)heptan-4-ol with tert-butyl (1H-pyrazol-1-yl)methylenedicarbamate following the method described in Example 168 gives tert-butyl(tert-butoxycarbonylamino)(3-(3-(3-hydroxy-3-propylhexyl)phenyl)propylamino)methylenecarbamate. Reaction SMILES: [NH2:1][CH2:2][CH2:3][CH2:4][C:5]1[CH:6]=[C:7]([CH:18]=[CH:19][CH:20]=1)[CH2:8][CH2:9][C:10]([OH:17])([CH2:14][CH2:15][CH3:16])[CH2:11][CH2:12][CH3:13].N1([CH:26]([NH:31][C:32](=[O:38])[O:33][C:34]([CH3:37])([CH3:36])[CH3:35])[NH:27][C:28](=[O:30])[O-:29])C=CC=N1>>[C:34]([O:33][C:32](=[O:38])[N:31]=[C:26]([NH:27][C:28]([O:29][C:5]([CH3:6])([CH3:20])[CH3:4])=[O:30])[NH:1][CH2:2][CH2:3][CH2:4][C:5]1[CH:20]=[CH:19][CH:18]=[C:7]([CH2:8][CH2:9][C:10]([OH:17])([CH2:11][CH2:12][CH3:13])[CH2:14][CH2:15][CH3:16])[CH:6]=1)([CH3:35])([CH3:36])[CH3:37]. Starting materials: NCCCC=1C=C(CCC(CCC)(CCC)O)C=CC1 (4-(3-(3-aminopropyl)phenethyl)heptan-4-ol), N1(N=CC=C1)C(NC([O-])=O)NC(OC(C)(C)C)=O (tert-butyl (1H-pyrazol-1-yl)methylenedicarbamate). The reactants are C1CCOC1, C1CCOC1, [Li]c1ccc(OCC)c(F)c1F, CCCCCC, O=CN1CCCCC1. The product is CCOc1ccc(C=O)c(F)c1F. RXN SMILES: [CH2:21]1[O:22][CH2:23][CH2:24][CH2:25]1.[CH2:26]1[O:27][CH2:28][CH2:29][CH2:30]1.[CH2:9]([CH3:10])[O:11][c:12]1[c:13]([F:20])[c:14]([F:19])[c:15]([Li:18])[cH:16][cH:17]1.[CH3:31][CH2:32][CH2:33][CH2:34][CH2:35][CH3:36].[CH:1](=[O:2])[N:3]1[CH2:4][CH2:5][CH2:6][CH2:7][CH2:8]1>>[CH:1](=[O:2])[c:15]1[c:14]([F:19])[c:13]([F:20])[c:12]([O:11][CH2:9][CH3:10])[cH:17][cH:16]1. Reactants: NC(CC(=O)OCC)=S (ethyl 3-amino-3-thioxopropionate), acid. Run in C(C)OCC (diethyl ether), C(C)OCC (diethyl ether). Conditions: time 15 hour. Product: C(=O)(O)C=1N=C(SC1)CC(=O)OCC (ethyl 2-(4-carboxythiazol-2-yl)acetate). The yield is 106.3%. RXN SMILES: [NH2:1][C:2](=[S:9])[CH2:3][C:4]([O:6][CH2:7][CH3:8])=[O:5]>C(OCC)C>[C:4]([C:3]1[N:1]=[C:2]([CH2:3][C:4]([O:6][CH2:7][CH3:8])=[O:5])[S:9][CH:2]=1)([OH:6])=[O:5]. Reported procedure: A solution of ethyl 3-amino-3-thioxopropionate (73.5 g) in diethyl ether (100 ml) was added to a solution of bromopiruvic acid (88.5 g) in diethyl ether (300 ml) and stirred for 15 hours at ambient temperature. The precipitates were collected by filtration and added to a mixture of water (500 ml) and diethyl ether (300 ml) and then adjusted to pH 7.5 with 20% aqueous sodium carbonate. The separated aqueous solution was adjusted to pH 1.0 with conc. hydrochloric acid and extracted with diethyl et... The reactants are C(C)(=O)C1=C(C=CC(=C1)OC1=CC=CC=C1)O (2-Acetyl-4-phenoxyphenol), CCOCC (Ether), C([O-])([O-])=O.[Cs+].[Cs+] (cesium carbonate), C(C=C)Br (allyl bromide). Run in CN(C)C=O (DMF). Run at time 8 hour. Product: C(C)(=O)C1=C(C=CC(=C1)OC1=CC=CC=C1)OCC=C (2-acetyl-1-allyloxy-4-phenoxybenzene). Reaction SMILES: [C:1]([C:4]1[CH:9]=[C:8]([O:10][C:11]2[CH:16]=[CH:15][CH:14]=[CH:13][CH:12]=2)[CH:7]=[CH:6][C:5]=1[OH:17])(=[O:3])[CH3:2].C(=O)([O-])[O-].[Cs+].[Cs+].[CH2:24](Br)[CH:25]=[CH2:26].CCOCC>CN(C=O)C>[C:1]([C:4]1[CH:9]=[C:8]([O:10][C:11]2[CH:12]=[CH:13][CH:14]=[CH:15][CH:16]=2)[CH:7]=[CH:6][C:5]=1[O:17][CH2:26][CH:25]=[CH2:24])(=[O:3])[CH3:2] |f:1.2.3|. Procedure: 2-Acetyl-4-phenoxyphenol (4.22 g, 18.5 mmol) and cesium carbonate (15.0 g, 46.0 mmol) are taken in DMF (50 mL) and treated with allyl bromide (2.24 g, 18.5 mmol). The mixture is stirred overnight at room temperature. Ether is added and the mixture is washed with saturated aqueous ammonium chloride solution. The organic phase is dried over magnesium sulfate and evaporated to give 2-acetyl-1-allyloxy-4-phenoxybenzene as a yellow solid. Reaction conditions: temperature 5 celsius, time 10 minute. Product: FC(C=1C=NC(NC1)=O)(F)F (5-Trifluoromethylpyrimidin-2-one). Starting materials: C(C)S(=O)(=O)C1=NC=C(C=N1)C(F)(F)F (2-Ethylsulfonyl-5-trifluoromethylpyrimidine), [OH-].[Na+] (NaOH), Cl (HCl). Procedure details: 2-Ethylsulfonyl-5-trifluoromethylpyrimidine (4.7 mmol) was added to 1M NaOH, the mixture stirred at 5° C. for 10 min, then at room temperature for 10 min and finally the pH was adjusted to 2 with HCl. After filtration the filtrate was evaporated, the residue dried and extracted with benzene, the benzene solution evaporated, the residue extracted with boiling ethyl acetate, (3×40 ml), and the ethyl acetate solution evaporated to yield the product; yield 0.50 g (67%). For final purification the pr... Reaction SMILES: C(S([C:6]1[N:11]=[CH:10][C:9]([C:12]([F:15])([F:14])[F:13])=[CH:8][N:7]=1)(=O)=O)C.[OH-:16].[Na+].Cl>>[F:13][C:12]([F:15])([F:14])[C:9]1[CH:8]=[N:7][C:6](=[O:16])[NH:11][CH:10]=1 |f:1.2|.